The task is: describe an organic reaction: reactants, conditions, products, and yield. This data is from the Open Reaction Database (ORD), a public repository of structured organic reaction records. Starting materials: C1CCNC1, O, O=C1CCSCC1, c1ccccc1. Product: C1=C(N2CCCC2)CCSC1. Reaction SMILES: [CH2:8]1[CH2:9][CH2:10][NH:11][CH2:12]1.[OH2:19].[S:1]1[CH2:2][CH2:3][C:4](=[O:7])[CH2:5][CH2:6]1.[cH:13]1[cH:14][cH:15][cH:16][cH:17][cH:18]1>>[S:1]1[CH2:2][CH:3]=[C:4]([N:11]2[CH2:10][CH2:9][CH2:8][CH2:12]2)[CH2:5][CH2:6]1. Reactants: C(C)OC(=O)C=1C(N(C2=NC(=CC=C2C1Cl)C)CC=C)=O (1-allyl-4-chloro-1,2-dihydro-7-methyl-2-oxo-1,8-naphthridine-3-carboxylic acid ethyl ester), N1CCCC1 (pyrrolidine), C([O-])([O-])=O.[Na+].[Na+] (sodium carbonate). Yields the product C(C)OC(=O)C=1C(N(C2=NC(=CC=C2C1N1CCCC1)C)CC=C)=O (1-Allyl-1,2-Dihydro-7-Methyl-2-Oxo-4-(1-Pyrrolidinyl)-1,8-Naphthyridine-3-Carboxylic Acid Ethyl Ester). Reaction SMILES: [CH2:1]([O:3][C:4]([C:6]1[C:7](=[O:21])[N:8]([CH2:18][CH:19]=[CH2:20])[C:9]2[C:14]([C:15]=1Cl)=[CH:13][CH:12]=[C:11]([CH3:17])[N:10]=2)=[O:5])[CH3:2].[NH:22]1[CH2:26][CH2:25][CH2:24][CH2:23]1.C(=O)([O-])[O-].[Na+].[Na+]>C(O)C>[CH2:1]([O:3][C:4]([C:6]1[C:7](=[O:21])[N:8]([CH2:18][CH:19]=[CH2:20])[C:9]2[C:14]([C:15]=1[N:22]1[CH2:26][CH2:25][CH2:24][CH2:23]1)=[CH:13][CH:12]=[C:11]([CH3:17])[N:10]=2)=[O:5])[CH3:2] |f:2.3.4|. Solvent: C(C)O (ethanol). Reported procedure: A stirred mixture of 0.49 g. (0.0016 mole) of 1-allyl-4-chloro-1,2-dihydro-7-methyl-2-oxo-1,8-naphthridine-3-carboxylic acid ethyl ester, 0.11 g. (0.0016 mole) of pyrrolidine and 0.16 g. (0.0016 mole) sodium carbonate in 20 ml. of ethanol was heated under reflux for 5 hours. The mixture was filtered and the filtrate was diluted with water to the cloudy point. The precipitate which formed was collected, air dried and was recrystallized from heptane to give 0.2 g. of the title compound, m.p. 97°-1... Starting materials: Cl (hydrochloric acid), N(C(=O)C)C1=C(CN(CC)CC)C=C(C=C1)C(=O)OCC (2-acetamino-5-carbethoxy-N,N-diethyl-benzylamine), N (ammonia). Solvent: C(C)O (ethanol). Yields the product Cl.NC1=C(CN(CC)CC)C=C(C=C1)C(=O)OCC (2-amino-5-carbethoxy-N,N-diethyl-benzylamine hydrochloride). RXN SMILES: [NH:1]([C:5]1[CH:16]=[CH:15][C:14]([C:17]([O:19][CH2:20][CH3:21])=[O:18])=[CH:13][C:6]=1[CH2:7][N:8]([CH2:11][CH3:12])[CH2:9][CH3:10])C(C)=O.[ClH:22].N>C(O)C>[ClH:22].[NH2:1][C:5]1[CH:16]=[CH:15][C:14]([C:17]([O:19][CH2:20][CH3:21])=[O:18])=[CH:13][C:6]=1[CH2:7][N:8]([CH2:9][CH3:10])[CH2:11][CH3:12] |f:4.5|. Procedure details: 19 gm of 2-acetamino-5-carbethoxy-N,N-diethyl-benzylamine were dissolved in 100 ml of ethanol, and after addition of 60 ml of concentrated hydrochloric acid the mixture was refluxed for 1 hour. Thereafter the mixture was poured over ice, made alkaline with ammonia and extracted three times with chloroform. The combined chloroform extracts were dried over sodium sulfate and evaporated in vacuo, and the residue was purified by chromatography on silicagel (elution agent: ethyl acetate); by addition...